From a dataset of the Open Reaction Database (ORD), a public repository of structured organic reaction records. describe an organic reaction: reactants, conditions, products, and yield The reactants are ClC1=NC2=NC=CC(=C2C2=C1C=CC=C2)NC2=CC=CC=C2 ((6-Chloro-benzo[c][1,8]naphthyridin-1-yl)-phenyl-amine), NCCCN1CCOCC1 (N-(3-aminopropyl)morpholine). The solvent is CC(C)O (iPrOH), CO (MeOH). Conditions: temperature 100 celsius, time 8 hour. Product: NC1=C2C3=C(C(NC2=NC=C1)=O)C=CC=C3 (1-Amino-5H-benzo[c][1,8]naphthyridin-6-one). The yield is 29.6%. As a reaction SMILES: Cl[C:2]1[C:11]2[CH:12]=[CH:13][CH:14]=[CH:15][C:10]=2[C:9]2[C:4](=[N:5][CH:6]=[CH:7][C:8]=2[NH:16]C2C=CC=CC=2)[N:3]=1.NCCCN1CC[O:30]CC1>CC(O)C.CO>[NH2:16][C:8]1[CH:7]=[CH:6][N:5]=[C:4]2[C:9]=1[C:10]1[CH:15]=[CH:14][CH:13]=[CH:12][C:11]=1[C:2](=[O:30])[NH:3]2. Procedure: (6-Chloro-benzo[c][1,8]naphthyridin-1-yl)-phenyl-amine (25 mg, 0.08 mmol) and N-(3-aminopropyl)morpholine (18 mg, 0.12 mmol) were dissolved in iPrOH (2 mL), and stirred overnight at 100° C. The reaction mixture was diluted with MeOH, filtered through a membrane, and purified via prep-LC-MS. The purified product was converted to the HCl salt via dissolving in methanolic HCl, and concentration on the Genevac to provide 141 (5 mg, 12% yield) as a dark solid. LC-MS (M+H=414, obsd.=414). 1H NMR (400 ... The reactants are COCCOC, [Cs+], I[Cu]I, [I-], I, CC(C)CCON=O, CCOC(=O)c1nn(C)c2c1CCc1cnc(N)nc1-2. Product: CCOC(=O)c1nn(C)c2c1CCc1cnc(I)nc1-2. RXN SMILES: [CH2:32]([CH2:33][O:34][CH3:35])[O:36][CH3:37].[Cs+:22].[Cu:38]([I:39])[I:40].[I-:21].[I:23].[N:24]([O:25][CH2:26][CH2:27][CH:28]([CH3:29])[CH3:30])=[O:31].[NH2:1][c:2]1[n:3][c:4]2[c:9]([cH:10][n:11]1)[CH2:8][CH2:7][c:6]1[c:5]-2[n:14]([CH3:15])[n:13][c:12]1[C:16](=[O:17])[O:18][CH2:19][CH3:20]>>[c:2]1([I:21])[n:3][c:4]2[c:9]([cH:10][n:11]1)[CH2:8][CH2:7][c:6]1[c:5]-2[n:14]([CH3:15])[n:13][c:12]1[C:16](=[O:17])[O:18][CH2:19][CH3:20].